This data is from the Open Reaction Database (ORD), a public repository of structured organic reaction records. The task is: describe an organic reaction: reactants, conditions, products, and yield Starting materials: CC(C)OC(=O)/N=N/C(=O)OC(C)C (DIAD), COC1=CC=C2C(=CC(=NC2=C1C)C=1SC=C(N1)C(F)(F)F)O (7-methoxy-8-methyl-2-(4-(trifluoromethyl)thiazol-2-yl)quinolin-4-ol), COC([C@H]1N(C[C@@H](C1)O)C(=O)OC(C)(C)C)=O (N-Boc-trans-4-hydroxyproline methyl ester), C1(=CC=CC=C1)P(C1=CC=CC=C1)C1=CC=CC=C1 (triphenylphosphine), CC(C)OC(=O)/N=N/C(=O)OC(C)C (DIAD). Solvent: C1CCOC1 (THF). Run at time 1.25 hour. The product is COC1=CC=C2C(=CC(=NC2=C1C)C=1SC=C(N1)C(F)(F)F)O[C@H]1C[C@H](N(C1)C(=O)OC(C)(C)C)C(=O)OC ((2S,4S)-1-tert-butyl 2-methyl 4-(7-methoxy-8-methyl-2-(4-(trifluoromethyl)thiazol-2-yl)quinolin-4-yloxy)pyrrolidine-1,2-dicarboxylate). Reaction SMILES: [CH3:1][O:2][C:3]1[C:12]([CH3:13])=[C:11]2[C:6]([C:7]([OH:23])=[CH:8][C:9]([C:14]3[S:15][CH:16]=[C:17]([C:19]([F:22])([F:21])[F:20])[N:18]=3)=[N:10]2)=[CH:5][CH:4]=1.[CH3:24][O:25][C:26](=[O:40])[C@@H:27]1[CH2:31][C@@H:30](O)[CH2:29][N:28]1[C:33]([O:35][C:36]([CH3:39])([CH3:38])[CH3:37])=[O:34].C1(P(C2C=CC=CC=2)C2C=CC=CC=2)C=CC=CC=1.CC(OC(/N=N/C(OC(C)C)=O)=O)C>C1COCC1>[CH3:1][O:2][C:3]1[C:12]([CH3:13])=[C:11]2[C:6]([C:7]([O:23][C@@H:30]3[CH2:29][N:28]([C:33]([O:35][C:36]([CH3:39])([CH3:38])[CH3:37])=[O:34])[C@H:27]([C:26]([O:25][CH3:24])=[O:40])[CH2:31]3)=[CH:8][C:9]([C:14]3[S:15][CH:16]=[C:17]([C:19]([F:22])([F:21])[F:20])[N:18]=3)=[N:10]2)=[CH:5][CH:4]=1. Procedure: The 7-methoxy-8-methyl-2-(4-(trifluoromethyl)thiazol-2-yl)quinolin-4-ol BO (10.0 g, 1 eq.), the N-Boc-trans-4-hydroxyproline methyl ester BP (7.20 g, 1 eq.), and the triphenylphosphine (11.56 g, 1.5 eq.) in suspension in THF (250 mL) under N2 were cooled down to 0° C. The DIAD (8.70 mL, 1.5 eq.) was added dropwise. The reaction mixture was allowed to warm up and stir at room temperature for 1.25 hrs, then cooled again at 0° C. and additional 1 more eq. of DIAD was added. The reaction mixture was...